This data is from the Open Reaction Database (ORD), a public repository of structured organic reaction records. The task is: describe an organic reaction: reactants, conditions, products, and yield Reactants: ClC1=C(C(=CC(=C1)C(F)(F)F)Cl)N1C(=C(C=C1C)SC(F)(Cl)Cl)C (1-(2,6-dichloro-4-trifluoromethylphenyl)-2,5-dimethyl-3-(dichlorofluoromethylthio)pyrrole), ClS(=O)(=O)N=C=O (chlorosulfonyl isocyanate), CN(C=O)C (dimethylformamide). Run in C(C)#N (acetonitrile), ClCCl (dichloromethane), C(C)#N (acetonitrile), C(C)#N (acetonitrile). Run at temperature 0 celsius, time 2 hour. Yields the product C(#N)C=1C(=C(N(C1C)C1=C(C=C(C=C1Cl)C(F)(F)F)Cl)C)SC(F)(Cl)Cl (4-cyano-1-(2,6-dichloro-4-trifluoromethylphenyl)-2,5-dimethyl-3-(dichlorofluoromethylthio)pyrrole). Yield: 84.1%. RXN SMILES: [Cl:1][C:2]1[CH:7]=[C:6]([C:8]([F:11])([F:10])[F:9])[CH:5]=[C:4]([Cl:12])[C:3]=1[N:13]1[C:17]([CH3:18])=[CH:16][C:15]([S:19][C:20]([Cl:23])([Cl:22])[F:21])=[C:14]1[CH3:24].ClS([N:29]=[C:30]=O)(=O)=O.CN(C)C=O>C(#N)C.ClCCl>[C:30]([C:16]1[C:15]([S:19][C:20]([Cl:23])([Cl:22])[F:21])=[C:14]([CH3:24])[N:13]([C:3]2[C:4]([Cl:12])=[CH:5][C:6]([C:8]([F:10])([F:9])[F:11])=[CH:7][C:2]=2[Cl:1])[C:17]=1[CH3:18])#[N:29]. Reported procedure: To a solution containing 0.90 g (2.04 mmoles) of the 1-(2,6-dichloro-4-trifluoromethylphenyl)-2,5-dimethyl-3-(dichlorofluoromethylthio)pyrrole prepared above in 8 mL of acetonitrile was added a solution of 0.18 mL (0.29 g, 2.07 mmoles) of chlorosulfonyl isocyanate in 1 mL of acetonitrile dropwise over a 5 minute period. After stirring at 0° C. for 2 hours, a solution of 0.18 mL of dimethylformamide in 1 mL of acetonitrile was added and the reaction mixture was maintained at 0° C. for an addition...